From a dataset of the Open Reaction Database (ORD), a public repository of structured organic reaction records. describe an organic reaction: reactants, conditions, products, and yield As a reaction SMILES: [CH2:47]1[O:48][CH2:49][CH2:50][CH2:51]1.[CH3:14][C:15]1=[C:16]([CH:22]=[CH:23][C:24]#[C:25][c:26]2[cH:27][cH:28][c:29]([C:30](=[O:31])[O:32][CH2:33][CH3:34])[cH:35][cH:36]2)[C:17](=[O:21])[CH2:18][CH2:19][CH2:20]1.[CH3:3][N:4]([P:5]([N:6]([CH3:7])[CH3:8])([N:9]([CH3:10])[CH3:11])=[O:12])[CH3:13].[CH3:42][S:43][CH3:44].[Cl:37][Si:38]([CH3:39])([CH3:40])[CH3:41].[Cu:45][Br:46].[Li:1][CH3:2]>>[CH3:14][C:15]1([CH3:39])[CH:16]([CH:22]=[CH:23][C:24]#[C:25][c:26]2[cH:27][cH:28][c:29]([C:30](=[O:31])[O:32][CH2:33][CH3:34])[cH:35][cH:36]2)[C:17](=[O:21])[CH2:18][CH2:19][CH2:20]1. The product is CCOC(=O)c1ccc(C#CC=CC2C(=O)CCCC2(C)C)cc1. Starting materials: C1CCOC1, CCOC(=O)c1ccc(C#CC=CC2=C(C)CCCC2=O)cc1, CN(C)P(=O)(N(C)C)N(C)C, CSC, C[Si](C)(C)Cl, [Cu]Br, [Li]C. Starting materials: BrC=1C(=C(C=CC1)NC(C1=C(C=CC(=C1)F)CBr)=O)C (N-(3-bromo-2-methylphenyl)-2-(bromomethyl)-5-fluorobenzamide), CC(C)([O-])C.[Na+] (sodium tert-butoxide). Run in C1CCOC1 (THF), O (water). Run at time 30 minute. The product is BrC=1C(=C(C=CC1)N1C(C2=CC(=CC=C2C1)F)=O)C (2-(3-bromo-2-methylphenyl)-6-fluoroisoindolin-1-one). The yield is 58.2%. RXN SMILES: [Br:1][C:2]1[C:3]([CH3:20])=[C:4]([NH:8][C:9](=[O:19])[C:10]2[CH:15]=[C:14]([F:16])[CH:13]=[CH:12][C:11]=2[CH2:17]Br)[CH:5]=[CH:6][CH:7]=1.CC(C)([O-])C.[Na+]>C1COCC1.O>[Br:1][C:2]1[C:3]([CH3:20])=[C:4]([N:8]2[CH2:17][C:11]3[C:10](=[CH:15][C:14]([F:16])=[CH:13][CH:12]=3)[C:9]2=[O:19])[CH:5]=[CH:6][CH:7]=1 |f:1.2|. Procedure details: Step 3 A mixture of N-(3-bromo-2-methylphenyl)-2-(bromomethyl)-5-fluorobenzamide (2.54 g, 6.33 mmol) and sodium tert-butoxide (0.913 g, 9.50 mmol) in THF (80 mL) was stirred at rt for 30 min. The mixture was diluted with water and extracted with twice with DCM. The combined organic phases were washed with water, dried and concentrated. The residue was purified by column chromatography (eluting with hexane-EtOAc) to provide 2-(3-bromo-2-methylphenyl)-6-fluoroisoindolin-1-one as a white solid (1.1... Reactants: [Al+3], C1=COCC1, [Cl-], [Cl-], [Cl-], O=c1[nH]cc(F)c(=O)[nH]1, c1ccncc1. Yields the product O=c1[nH]c(=O)n(C2CCCO2)cc1F. Reaction SMILES: [Al+3:11].[CH2:14]1[CH2:15][CH:16]=[CH:17][O:18]1.[Cl-:10].[Cl-:12].[Cl-:13].[F:1][c:2]1[c:3](=[O:9])[nH:4][c:5](=[O:8])[nH:6][cH:7]1.[cH:19]1[cH:20][cH:21][n:22][cH:23][cH:24]1>>[F:1][c:2]1[c:3](=[O:9])[nH:4][c:5](=[O:8])[n:6]([CH:17]2[CH2:16][CH2:15][CH2:14][O:18]2)[cH:7]1. Yields the product CC1=CC=C(C=C1)S(=O)NC1=CC=C(C=C1)S(=O)(=O)C=CC#N (3-[4-(4-methylbenzenesulfinamido)benzenesulfonyl]acrylonitrile). Reactants: NC1=CC=C(C=C1)S(=O)(=O)C=CC#N (2-cyanovinyl 4-aminophenyl sulfone), N12CCN(CC1)CC2 (1,4-diazabicyclo[2.2.2]octane), C1(=CC=C(C=C1)S(=O)Cl)C (p-toluenesulfinyl chloride). Run at time 20 minute. Run in CC(=O)C (acetone), CC(=O)C (acetone), CC(=O)C (acetone). RXN SMILES: [C:1]1([CH3:10])[CH:6]=[CH:5][C:4]([S:7](Cl)=[O:8])=[CH:3][CH:2]=1.[NH2:11][C:12]1[CH:17]=[CH:16][C:15]([S:18]([CH:21]=[CH:22][C:23]#[N:24])(=[O:20])=[O:19])=[CH:14][CH:13]=1.N12CCN(CC1)CC2>CC(C)=O>[CH3:10][C:1]1[CH:6]=[CH:5][C:4]([S:7]([NH:11][C:12]2[CH:13]=[CH:14][C:15]([S:18]([CH:21]=[CH:22][C:23]#[N:24])(=[O:20])=[O:19])=[CH:16][CH:17]=2)=[O:8])=[CH:3][CH:2]=1. Procedure: 17.5 g p-toluenesulfinyl chloride (obtained by treating sodium toluenesulfinate.2H2O with thionyl chloride) is dissolved in 100 ml of acetone and this solution is added at room temperature and with stirring to a solution of 20.8 g (0.1 mol) of 2-cyanovinyl 4-aminophenyl sulfone in 250 ml of acetone. Shortly thereafter a solution of 11.2 g (0.1 mol) of 1,4-diazabicyclo[2.2.2]octane in 150 ml of acetone is added over about 10 minutes and the reaction mixture is stirred for another 20 minutes. The ... The reactants are NCCc1ccccc1Br, CC(=O)O[BH-](OC(C)=O)OC(C)=O, CCCC(=O)CCC, CC(=O)O, ClCCCl, [Na+], [Na+], [OH-]. Yields the product CCCC(CCC)NCCc1ccccc1Br. As a reaction SMILES: [Br:1][c:2]1[c:3]([CH2:4][CH2:5][NH2:6])[cH:7][cH:8][cH:9][cH:10]1.[C:19]([O:20][BH-:21]([O:22][C:23](=[O:24])[CH3:25])[O:26][C:27](=[O:28])[CH3:29])(=[O:30])[CH3:31].[CH3:11][CH2:12][CH2:13][C:14]([CH2:15][CH2:16][CH3:17])=[O:18].[CH3:39][C:40](=[O:41])[OH:42].[Cl:35][CH2:36][CH2:37][Cl:38].[Na+:32].[Na+:34].[OH-:33]>>[Br:1][c:2]1[c:3]([CH2:4][CH2:5][NH:6][CH:14]([CH2:13][CH2:12][CH3:11])[CH2:15][CH2:16][CH3:17])[cH:7][cH:8][cH:9][cH:10]1. The reactants are 7.2, O.O.O.P(=O)([O-])([O-])[O-].[K+].[K+].[K+] (tripotassium phosphate trihydrate), CC1(OB(OC1(C)C)C=1C=NN(C1)CCN1CCOCC1)C (4-{2-[4-(4,4,5,5-tetramethyl-1,3,2-dioxaborolan-2-yl)pyrazol-1-yl]ethyl}morpholine), ClCCl (Dichloromethane), BrC=1C=NC(=NC1)C=1C=C(C=CC1)CO ([3-(5-bromopyrimidin-2-yl)-phenyl]methanol). The reagents and catalysts are Cl[Pd]([P](C1=CC=CC=C1)(C2=CC=CC=C2)C3=CC=CC=C3)([P](C4=CC=CC=C4)(C5=CC=CC=C5)C6=CC=CC=C6)Cl (bis(triphenylphosphine)palladium chloride). Run in O (water), COCCOC (1,2-dimethoxyethane). Reaction conditions: temperature 80 celsius, time 18 hour. The product is N1(CCOCC1)CCN1N=CC(=C1)C=1C=NC(=NC1)C=1C=C(C=CC1)CO ((3-{5-[1-(2-morpholin-4-ylethyl)-1H-pyrazol-4-yl]pyrimidin-2-yl}phenyl)methanol). RXN SMILES: O.O.O.P([O-])([O-])([O-])=O.[K+].[K+].[K+].Br[C:13]1[CH:14]=[N:15][C:16]([C:19]2[CH:20]=[C:21]([CH2:25][OH:26])[CH:22]=[CH:23][CH:24]=2)=[N:17][CH:18]=1.CC1(C)C(C)(C)OB([C:35]2[CH:36]=[N:37][N:38]([CH2:40][CH2:41][N:42]3[CH2:47][CH2:46][O:45][CH2:44][CH2:43]3)[CH:39]=2)O1.ClCCl>COCCOC.Cl[Pd](Cl)([P](C1C=CC=CC=1)(C1C=CC=CC=1)C1C=CC=CC=1)[P](C1C=CC=CC=1)(C1C=CC=CC=1)C1C=CC=CC=1.O>[N:42]1([CH2:41][CH2:40][N:38]2[CH:39]=[C:35]([C:13]3[CH:14]=[N:15][C:16]([C:19]4[CH:20]=[C:21]([CH2:25][OH:26])[CH:22]=[CH:23][CH:24]=4)=[N:17][CH:18]=3)[CH:36]=[N:37]2)[CH2:43][CH2:44][O:45][CH2:46][CH2:47]1 |f:0.1.2.3.4.5.6,^1:60,79|. Reported procedure: 7.2 4.25 g (20.0 mmol) of tripotassium phosphate trihydrate and 842 mg (1.2 mmol) of bis(triphenylphosphine)palladium chloride are added to a solution, kept under nitrogen, of 2.65 g (1.0.0 mol) of [3-(5-bromopyrimidin-2-yl)-phenyl]methanol and 3.38 g (11.0 mmol) of 4-{2-[4-(4,4,5,5-tetramethyl-1,3,2-dioxaborolan-2-yl)pyrazol-1-yl]ethyl}morpholine in 50 ml of 1,2-dimethoxyethane, and the mixture is stirred at 80° C. for 18 hours. Dichloromethane and water are added to the reaction mixture, which... Starting materials: Cl (hydrochloric acid), C(C1=CC=CC=C1)OC=1C=C(C=CC1OCC1=CC=CC=C1)C(CCCCCCC(C)=O)=O (1-(3,4-dibenzyloxyphenyl)-1,8-nonanedione), O1CCCC1 (tetrahydrofuran), [H-].[Al+3].[Li+].[H-].[H-].[H-] (lithium aluminum hydride). Run in CCOCC (ether), C1(=CC=CC=C1)C (toluene). Conditions: time 2 hour. Product: C(C1=CC=CC=C1)OC=1C=C(C=CC1OCC1=CC=CC=C1)C(CCCCCCC(C)O)O (1-(3,4-dibenzyloxyphenyl)-1,8-nonanediol). The yield is 99.1%. As a reaction SMILES: [CH2:1]([O:8][C:9]1[CH:10]=[C:11]([C:23](=[O:33])[CH2:24][CH2:25][CH2:26][CH2:27][CH2:28][CH2:29][C:30](=[O:32])[CH3:31])[CH:12]=[CH:13][C:14]=1[O:15][CH2:16][C:17]1[CH:22]=[CH:21][CH:20]=[CH:19][CH:18]=1)[C:2]1[CH:7]=[CH:6][CH:5]=[CH:4][CH:3]=1.O1CCCC1.[H-].[Al+3].[Li+].[H-].[H-].[H-].Cl>CCOCC.C1(C)C=CC=CC=1>[CH2:1]([O:8][C:9]1[CH:10]=[C:11]([CH:23]([OH:33])[CH2:24][CH2:25][CH2:26][CH2:27][CH2:28][CH2:29][CH:30]([OH:32])[CH3:31])[CH:12]=[CH:13][C:14]=1[O:15][CH2:16][C:17]1[CH:18]=[CH:19][CH:20]=[CH:21][CH:22]=1)[C:2]1[CH:3]=[CH:4][CH:5]=[CH:6][CH:7]=1 |f:2.3.4.5.6.7|. Procedure: A mixture of 0.8 g of 1-(3,4-dibenzyloxyphenyl)-1,8-nonanedione and 10 ml of tetrahydrofuran was added to a solution of 0.1 g of lithium aluminum hydride in 50 ml of ether under ice-cooling followed by stirring for 2 hours at room temperature. Then, 50 ml of toluene was added to the reaction mixture and the mixture was acidified by the addition of diluted hydrochloric acid. The toluene layer was collected, washed with an aqueous 5% sodium hydrogencarbonate solution, washed with water, dried over... Run in CO (methanol). Starting materials: Cl.ClC1=NC=CC(=C1)C=1OCC(N(N1)C1=CC=CC=C1)=O (2-(2-Chloro-4-pyridyl)-4-phenyl-4H-1,3,4-oxadiazine-5(6H)-one hydrochloride), C(C)(=O)[O-].[Na+] (sodium acetate). Procedure details: 2-(2-Chloro-4-pyridyl)-4-phenyl-4H-1,3,4-oxadiazine-5(6H)-one hydrochloride (780 mg, 2.4 mmol) obtained in Example 12 was hydrogenated in a usual manner in methanol in the presence of sodium acetate and 10% palladium/carbon catalyst, to give the title compound (230 mg, yield 33%). As a reaction SMILES: Cl.[Cl:2][C:3]1[CH:8]=[C:7]([C:9]2[O:10][CH2:11][C:12](=[O:21])[N:13]([C:15]3[CH:20]=[CH:19][CH:18]=[CH:17][CH:16]=3)[N:14]=2)[CH:6]=[CH:5][N:4]=1.C([O-])(=O)C.[Na+]>CO.[Pd]>[ClH:2].[N:4]1[CH:5]=[CH:6][C:7]([C:9]2[O:10][CH2:11][C:12](=[O:21])[N:13]([C:15]3[CH:20]=[CH:19][CH:18]=[CH:17][CH:16]=3)[N:14]=2)=[CH:8][CH:3]=1 |f:0.1,2.3,6.7|. Yields the product Cl.N1=CC=C(C=C1)C=1OCC(N(N1)C1=CC=CC=C1)=O (2-(4-Pyridyl)-4-phenyl-4H-1,3,4-oxadiazine-5(6H)-one hydrochloride). Reagents/catalysts: [Pd] (palladium/carbon). The yield is 33.1%.